From a dataset of the Open Reaction Database (ORD), a public repository of structured organic reaction records. describe an organic reaction: reactants, conditions, products, and yield RXN SMILES: [F:3][CH:4]([c:5]1[n:6][c:7]2[c:8]([n:9]1-[c:10]1[n:11][c:12](-[c:22]3[cH:23][cH:24][c:25]([NH:28][C:29]([O:30][C:31]([CH3:32])([CH3:33])[CH3:34])=[O:35])[cH:26][cH:27]3)[n:13][c:14]([N:16]3[CH2:17][CH2:18][O:19][CH2:20][CH2:21]3)[n:15]1)[cH:36][cH:37][cH:38][c:39]2[O:40][CH3:41])[F:42].[H-:2].[I:43][CH3:44].[Na+:1].[O:45]=[CH:46][N:47]([CH3:48])[CH3:49].[OH2:50]>>[F:3][CH:4]([c:5]1[n:6][c:7]2[c:8]([n:9]1-[c:10]1[n:11][c:12](-[c:22]3[cH:23][cH:24][c:25]([N:28]([C:29]([O:30][C:31]([CH3:32])([CH3:33])[CH3:34])=[O:35])[CH3:44])[cH:26][cH:27]3)[n:13][c:14]([N:16]3[CH2:17][CH2:18][O:19][CH2:20][CH2:21]3)[n:15]1)[cH:36][cH:37][cH:38][c:39]2[O:40][CH3:41])[F:42]. Reactants: COc1cccc2c1nc(C(F)F)n2-c1nc(-c2ccc(NC(=O)OC(C)(C)C)cc2)nc(N2CCOCC2)n1, [H-], CI, [Na+], CN(C)C=O, O. Product: COc1cccc2c1nc(C(F)F)n2-c1nc(-c2ccc(N(C)C(=O)OC(C)(C)C)cc2)nc(N2CCOCC2)n1. Starting materials: FC=1C=CC(=C(C1)NC1=C(C#N)C=C(C=C1)C(F)(F)F)[N+](=O)[O-] (2-(5-fluoro-2-nitro-phenylamino)-5-trifluoromethyl-benzonitrile), [Sn](Cl)Cl (tin (II) chloride). Solvent: C(C)O (ethanol), Cl (hydrochloric acid), Cl (hydrochloric acid). Yields the product Cl.FC1=CC2=C(N=C(C3=C(N2)C=CC(=C3)C(F)(F)F)N)C=C1 (7-Fluoro-2-trifluoromethyl-5H-dibenzo[b,e][1,4]diazepin-11-ylamine hydrochloride). The yield is 87.1%. As a reaction SMILES: [F:1][C:2]1[CH:3]=[CH:4][C:5]([N+:21]([O-])=O)=[C:6]([NH:8][C:9]2[CH:16]=[CH:15][C:14]([C:17]([F:20])([F:19])[F:18])=[CH:13][C:10]=2[C:11]#[N:12])[CH:7]=1.[Sn](Cl)[Cl:25]>C(O)C.Cl>[ClH:25].[F:1][C:2]1[CH:3]=[CH:4][C:5]2[N:21]=[C:11]([NH2:12])[C:10]3[CH:13]=[C:14]([C:17]([F:20])([F:19])[F:18])[CH:15]=[CH:16][C:9]=3[NH:8][C:6]=2[CH:7]=1 |f:4.5|. Procedure: Heat a solution of 2-(5-fluoro-2-nitro-phenylamino)-5-trifluoromethyl-benzonitrile (1.62 g, 4.98 mmol) in ethanol (24 ml) to 60° C. Add to this a solution of tin (II) chloride (2.83 g, 14.94 mmol) in 5.0 N hydrochloric acid (24 ml). Heat the resulting mixture to reflux for 20 hours. Cool the reaction to room temperature, add 30 ml of 5.0 N hydrochloric acid and place the mixture in a freezer for 16 hours. The product precipitates from the solution and is collected by filtration. Wash solid with ... Reactants: [H][H] (hydrogen), N1C(=NC2=C1CCCC2)C2=CC=CC=1C(C3=CC=CC=C3C21)=NO (4-(4,5,6,7-tetrahydro-1H-benzimidazol-2-yl)-9H-fluoren-9-one oxime). The reagents and catalysts are [Ni] (nickel). Solvent: C(C)O (ethanol), O1CCCC1 (tetrahydrofuran). The product is N1C(=NC2=C1CCCC2)C2=CC=CC=1C(C3=CC=CC=C3C21)N (4-(4,5,6,7-tetrahydro-1H-benzimidazol-2-yl)-9H-fluoren-9(R,S)-ylamine). Isolated yield 97.3%. Reaction SMILES: [H][H].[NH:3]1[C:7]2[CH2:8][CH2:9][CH2:10][CH2:11][C:6]=2[N:5]=[C:4]1[C:12]1[C:24]2[C:23]3[C:18](=[CH:19][CH:20]=[CH:21][CH:22]=3)[C:17](=[N:25]O)[C:16]=2[CH:15]=[CH:14][CH:13]=1>C(O)C.O1CCCC1.[Ni]>[NH:3]1[C:7]2[CH2:8][CH2:9][CH2:10][CH2:11][C:6]=2[N:5]=[C:4]1[C:12]1[C:24]2[C:23]3[C:18](=[CH:19][CH:20]=[CH:21][CH:22]=3)[CH:17]([NH2:25])[C:16]=2[CH:15]=[CH:14][CH:13]=1. Procedure details: The procedure used in Example 6 is followed. In a 25 ml autoclave, dissolve 43 mg of 4-(4,5,6,7-tetrahydro-1H-benzimidazol-2-yl)-9H-fluoren-9-one oxime (Z,E), obtained in the previous stage, in a mixture of 4 ml of ethanol and 4 ml of tetrahydrofuran, add a spatula of Raney activated nickel and then subject to a hydrogen pressure of 1 bar and heat the autoclave at 600 for 12 hours. After cooling, the volume of hydrogen absorbed is 12 ml. After filtration of the catalyst, concentration to dryness... The reactants are Cl.N1=NC=C(C2=CC=CC=C12)O (4-Cinnolinol hydrochloride), C(C)(=O)O (acetic acid). The reagents and catalysts are [Zn] (zinc). The solvent is C(C)O (ethanol), C(C)O (ethanol). Run at temperature -15 celsius. Product: Cl.N1NCC(C2=CC=CC=C12)=O (2,3-Dihydro-4(1H)-cinnolinone hydrochloride). Isolated yield 60.0%. RXN SMILES: [ClH:1].[N:2]1[C:11]2[C:6](=[CH:7][CH:8]=[CH:9][CH:10]=2)[C:5]([OH:12])=[CH:4][N:3]=1.C(O)(=O)C>C(O)C.[Zn]>[ClH:1].[NH:2]1[C:11]2[C:6](=[CH:7][CH:8]=[CH:9][CH:10]=2)[C:5](=[O:12])[CH2:4][NH:3]1 |f:0.1,5.6|. Procedure: 69.41 g of the product obtained in stage A are dissolved in 2.5 l of ethanol. 62.79 g of zinc powder are subsequently added, followed, slowly, by a mixture of 300 ml of ethanol and 150 ml of acetic acid at ambient temperature. The mixture is heated at reflux for 30 min. The reaction medium is subsequently separated by settling, and the zinc residue is washed several times with ethanol. After being allowed to cool for 20 minutes in an ice/methanol mixture (−15° C.), a solution of hydrogen chlorid... The reactants are FC(C=1C=C(C(=O)N2CC(C(CC2)N2CCN(CC2)C(C(F)(F)F)=O)C2=CC=C(C=C2)Cl)C=C(C1)C(F)(F)F)(F)F (1-{4-[1-(3,5-bis-trifluoromethyl-benzoyl)-3-(4-chloro-phenyl)-piperidin-4-yl]-piperazin-1-yl}-2,2,2-trifluoro-ethanone), C=O (formaldehyde). Reaction SMILES: [F:1][C:2]([F:41])([F:40])[C:3]1[CH:4]=[C:5]([CH:33]=[C:34]([C:36]([F:39])([F:38])[F:37])[CH:35]=1)[C:6]([N:8]1[CH2:13][CH2:12][CH:11]([N:14]2[CH2:19][CH2:18][N:17]([C:20](=O)C(F)(F)F)[CH2:16][CH2:15]2)[CH:10]([C:26]2[CH:31]=[CH:30][C:29]([Cl:32])=[CH:28][CH:27]=2)[CH2:9]1)=[O:7].C=O>C(Cl)(Cl)Cl>[F:39][C:36]([F:37])([F:38])[C:34]1[CH:33]=[C:5]([C:6]([N:8]2[CH2:13][CH2:12][CH:11]([N:14]3[CH2:19][CH2:18][N:17]([CH3:20])[CH2:16][CH2:15]3)[CH:10]([C:26]3[CH:27]=[CH:28][C:29]([Cl:32])=[CH:30][CH:31]=3)[CH2:9]2)=[O:7])[CH:4]=[C:3]([C:2]([F:40])([F:1])[F:41])[CH:35]=1. Procedure details: The title compound, MS: m/e=534.3 (M+H+), [α]58920=−53.04, [α]54620=−65.78, [α]43620=−135.72, [α]36520=−277.94 (c=0.3846, chloroform), was prepared in accordance with the general methods of example 102 (part1) and example 125 from (−)-(1-{4-[1-(3,5-bis-trifluoromethyl-benzoyl)-3-(4-chloro-phenyl)-piperidin-4-yl]-piperazin-1-yl}-2,2,2-trifluoro-ethanone and formaldehyde. Product: FC(C=1C=C(C=C(C1)C(F)(F)F)C(=O)N1CC(C(CC1)N1CCN(CC1)C)C1=CC=C(C=C1)Cl)(F)F ((−)-(3,5-Bis-trifluoromethyl-phenyl)-[3-(4-chloro-phenyl)-4-(4-methyl-piperazin-1-yl)-piperidin-1-yl]-methanone). Solvent: C(Cl)(Cl)Cl (chloroform). The reactants are [Cl-].[Al+3].[Cl-].[Cl-] (aluminum chloride), CN(C=O)C (dimethylformamide), C(C)(=O)NC1=CC=CC=C1 (acetanilide), C1(CCC(=O)O1)=O (succinic anhydride). The solvent is Cl (hydrochloric acid). Run at time 1.25 hour. Product: C(C)(=O)NC1=CC=C(C=C1)C(CCC(=O)O)=O (4-(4-acetylamino-phenyl)-4-oxo-butyric acid). Yield: 42.6%. Reaction SMILES: [Cl-].[Al+3].[Cl-].[Cl-].CN(C)C=O.[C:10]([NH:13][C:14]1[CH:19]=[CH:18][CH:17]=[CH:16][CH:15]=1)(=[O:12])[CH3:11].[C:20]1(=[O:26])[O:25][C:23](=[O:24])[CH2:22][CH2:21]1>Cl>[C:10]([NH:13][C:14]1[CH:19]=[CH:18][C:17]([C:20](=[O:26])[CH2:21][CH2:22][C:23]([OH:25])=[O:24])=[CH:16][CH:15]=1)(=[O:12])[CH3:11] |f:0.1.2.3|. Procedure: To a flask charged with anhydrous aluminum chloride (128.1 g, 0.961 mol) was added dropwise neat dimethylformamide (21 mL, 0.27 mol) at a rate such that the internal temperature remained below 70° C. The resulting mixture was thoroughly mixed. To the stirred thick mixture was added in ten portions a mixture of acetanilide (13.53 g, 0.100 mol) and succinic anhydride (10.01 g, 0.100 mol) that had been preground together with a mortar and pestle. The addition rate was controlled to keep the interna...